Dataset: the Open Reaction Database (ORD), a public repository of structured organic reaction records. Task: describe an organic reaction: reactants, conditions, products, and yield The reactants are NCCCCCCCCCCCCCCCCCCCC(=O)O (20-aminoeicosanoic acid), C1(\C=C/C(=O)O1)=O (maleic anhydride). Solvent: C(C)O (ethanol), [OH-].[Na+] (sodium hydroxide). Reaction conditions: temperature 40 celsius, time 30 minute. The product is C(=O)(O)CCCCCCCCCCCCCCCCCCCNC(\C=C/C(=O)O)=O (N-(19-carboxynonadecyl)maleamic acid). The yield is 82.6%. RXN SMILES: [NH2:1][CH2:2][CH2:3][CH2:4][CH2:5][CH2:6][CH2:7][CH2:8][CH2:9][CH2:10][CH2:11][CH2:12][CH2:13][CH2:14][CH2:15][CH2:16][CH2:17][CH2:18][CH2:19][CH2:20][C:21]([OH:23])=[O:22].[C:24]1(=[O:30])[O:29][C:27](=[O:28])[CH:26]=[CH:25]1>C(O)C.[OH-].[Na+]>[C:21]([CH2:20][CH2:19][CH2:18][CH2:17][CH2:16][CH2:15][CH2:14][CH2:13][CH2:12][CH2:11][CH2:10][CH2:9][CH2:8][CH2:7][CH2:6][CH2:5][CH2:4][CH2:3][CH2:2][NH:1][C:24](=[O:30])/[CH:25]=[CH:26]\[C:27]([OH:29])=[O:28])([OH:23])=[O:22] |f:3.4|. Procedure: In a mixture of 85 ml of ethanol and 40 ml of 1N aqueous sodium hydroxide solution, 20-aminoeicosanoic acid (500 mg, 1.53 mmoles) was dissolved at 40° C. To the obtained solution, while maintained at 40° C., was gradually added maleic anhydride (3.75 g, 38.3 mmoles) over a period of 3 hours. The pH of the reaction mixture was kept at 8-10 during the addition. The reaction mixture was stirred for 30 minutes and then treated in the same manner as in Reference Example 4, to give N-(19-carboxynonade...